From a dataset of the Open Reaction Database (ORD), a public repository of structured organic reaction records. describe an organic reaction: reactants, conditions, products, and yield Starting materials: Brc1ccc(Br)nc1, C#Cc1ccc(OCCN2CCCC2)cc1, C1CCOC1, CC(C)NC(C)C, Cl[Cu]. Yields the product Brc1ccc(C#Cc2ccc(OCCN3CCCC3)cc2)nc1. As a reaction SMILES: [Br:17][c:18]1[n:19][cH:20][c:21]([Br:24])[cH:22][cH:23]1.[C:1](#[CH:2])[c:3]1[cH:4][cH:5][c:6]([O:7][CH2:8][CH2:9][N:10]2[CH2:11][CH2:12][CH2:13][CH2:14]2)[cH:15][cH:16]1.[CH2:32]1[O:33][CH2:34][CH2:35][CH2:36]1.[CH:25]([NH:26][CH:27]([CH3:28])[CH3:29])([CH3:30])[CH3:31].[Cu:37][Cl:38]>>[C:1](#[C:2][c:18]1[n:19][cH:20][c:21]([Br:24])[cH:22][cH:23]1)[c:3]1[cH:4][cH:5][c:6]([O:7][CH2:8][CH2:9][N:10]2[CH2:11][CH2:12][CH2:13][CH2:14]2)[cH:15][cH:16]1. The reactants are C(=O)(O)C1=CC=C(C=C1)N1N=C(CC1=O)C (1-(4-Carboxyphenyl)-3-methyl-2-pyrazolin-5-one), CN(C1=CC=C(C=CC=O)C=C1)C (4-dimethylaminocinnamaldehyde), C(C)(=O)O (acetic acid). Solvent: CCO (EtOH), CCO (EtOH). Conditions: time 5 minute. Yields the product C(=O)(O)C1=CC=C(C=C1)N1N=C(C(C1=O)=CC=CC1=CC=C(C=C1)N(C)C)C (1-(4-Carboxyphenyl)-4-(4-dimethylaminocinnamylidene)-3-methyl-2-pyrazolin-5-one). Reaction SMILES: [C:1]([C:4]1[CH:9]=[CH:8][C:7]([N:10]2[C:14](=[O:15])[CH2:13][C:12]([CH3:16])=[N:11]2)=[CH:6][CH:5]=1)([OH:3])=[O:2].[CH3:17][N:18]([CH3:29])[C:19]1[CH:28]=[CH:27][C:22]([CH:23]=[CH:24][CH:25]=O)=[CH:21][CH:20]=1.C(O)(=O)C>CCO>[C:1]([C:4]1[CH:5]=[CH:6][C:7]([N:10]2[C:14](=[O:15])[C:13](=[CH:25][CH:24]=[CH:23][C:22]3[CH:21]=[CH:20][C:19]([N:18]([CH3:29])[CH3:17])=[CH:28][CH:27]=3)[C:12]([CH3:16])=[N:11]2)=[CH:8][CH:9]=1)([OH:3])=[O:2]. Reported procedure: 1-(4-Carboxyphenyl)-3-methyl-2-pyrazolin-5-one (2.18 gm, 0.010 mol), 4-dimethylaminocinnamaldehyde (1.75 gm, 0.010 mol) and glacial acetic acid (10 ml) were mixed together to form a slurry. It was heated to reflux with stirring, held at reflux for five minutes and then cooled to RT. EtOH (20 ml) was added to the reaction mixture which was heated again to reflux, held there for five minutes and cooled to RT. The product was isolated by filtration, washed in succession with ethanol and ligroin, an...